Dataset: the Open Reaction Database (ORD), a public repository of structured organic reaction records. Task: describe an organic reaction: reactants, conditions, products, and yield Starting materials: C(C)(C)(C)N (tert butylamine), CN1CC2=C(N(C=3C=CC(=CC23)C)CC(=O)O)CC1 (2-(1,2,3,4-tetrahydro-2,8-dimethylpyrido[4,3-b]indol-5-yl)acetic acid), C1(CCCCC1)N=C=NC1CCCCC1 (N,N′-dicyclohexylcarbodiimide). Reagents/catalysts: CN(C1=CC=NC=C1)C (4-dimethylaminopyridine). Solvent: ClCCl (dichloromethane). Conditions: time 14 hour. Product: C(C)(C)(C)NC(CN1C2=C(C=3C=C(C=CC13)C)CN(CC2)C)=O (N-tert-butyl-2-(1,2,3,4-tetrahydro-2,8-dimethylpyrido[4,3-b]indol-5-yl)acetamide). Isolated yield 14.5%. RXN SMILES: [CH3:1][N:2]1[CH2:19][CH2:18][C:5]2[N:6]([CH2:14][C:15](O)=[O:16])[C:7]3[CH:8]=[CH:9][C:10]([CH3:13])=[CH:11][C:12]=3[C:4]=2[CH2:3]1.C1(N=C=NC2CCCCC2)CCCCC1.[C:35]([NH2:39])([CH3:38])([CH3:37])[CH3:36]>ClCCl.CN(C)C1C=CN=CC=1>[C:35]([NH:39][C:15](=[O:16])[CH2:14][N:6]1[C:7]2[CH:8]=[CH:9][C:10]([CH3:13])=[CH:11][C:12]=2[C:4]2[CH2:3][N:2]([CH3:1])[CH2:19][CH2:18][C:5]1=2)([CH3:38])([CH3:37])[CH3:36]. Procedure details: To a solution of 2-(1,2,3,4-tetrahydro-2,8-dimethylpyrido[4,3-b]indol-5-yl)acetic acid (200 mg, 0.77 mmol) in dichloromethane (20 ml) was added N,N′-dicyclohexylcarbodiimide (191 mg, 0.92 mmol) followed by the addition of 4-dimethylaminopyridine (113 mg, 0.93 mmol) and tert butylamine (67 mg, 0.93 mmol). The resulting mixture was stirred at 25 deg C. for 14 h. The solvent was removed in vacuo and purified by reverse-phase chromatography (C-18, 500 mm×50 mm, Mobile Phase A=0.05% TFA in water, B=0...